This data is from the Open Reaction Database (ORD), a public repository of structured organic reaction records. The task is: describe an organic reaction: reactants, conditions, products, and yield Reactants: O=c1cc(O)c2c(-c3ccc(OCc4ccccc4)cc3)csc2[nH]1, ClCCl, C[Si](C)(C)I. Yields the product O=c1cc(O)c2c(-c3ccc(O)cc3)csc2[nH]1. Reaction SMILES: [CH2:1]([c:2]1[cH:3][cH:4][cH:5][cH:6][cH:7]1)[O:8][c:9]1[cH:10][cH:11][c:12](-[c:15]2[cH:16][s:17][c:18]3[nH:19][c:20](=[O:25])[cH:21][c:22]([OH:24])[c:23]23)[cH:13][cH:14]1.[Cl:31][CH2:32][Cl:33].[I:26][Si:27]([CH3:28])([CH3:29])[CH3:30]>>[OH:8][c:9]1[cH:10][cH:11][c:12](-[c:15]2[cH:16][s:17][c:18]3[nH:19][c:20](=[O:25])[cH:21][c:22]([OH:24])[c:23]23)[cH:13][cH:14]1.